Dataset: the Open Reaction Database (ORD), a public repository of structured organic reaction records. Task: describe an organic reaction: reactants, conditions, products, and yield Reactants: CC1(CCNC2=CC=C(C=C12)/C(=C/C1=CC=C(C(=O)OC)C=C1)/C)C (methyl 4-[(E)-2-(4,4-dimethyl-1,2,3,4-tetrahydro-6-quinolinyl)-2-methylvinyl]benzoate), C=O (formaldehyde), Cl (hydrochloric acid). Run in C(=O)O (formic acid). Reaction conditions: temperature 95 celsius. Yields the product CN1CCC(C2=CC(=CC=C12)/C(=C/C1=CC=C(C(=O)OC)C=C1)/C)(C)C (Methyl 4-[(E)-2-(N,4,4-Trimethyl-1,2,3,4-tetrahydro-6-quinolinyl)-2-methylvinyl]benzoate). As a reaction SMILES: [CH3:1][C:2]1([CH3:25])[C:11]2[C:6](=[CH:7][CH:8]=[C:9](/[C:12](/[CH3:24])=[CH:13]/[C:14]3[CH:23]=[CH:22][C:17]([C:18]([O:20][CH3:21])=[O:19])=[CH:16][CH:15]=3)[CH:10]=2)[NH:5][CH2:4][CH2:3]1.[CH2:26]=O.Cl>C(O)=O>[CH3:26][N:5]1[C:6]2[C:11](=[CH:10][C:9](/[C:12](/[CH3:24])=[CH:13]/[C:14]3[CH:15]=[CH:16][C:17]([C:18]([O:20][CH3:21])=[O:19])=[CH:22][CH:23]=3)=[CH:8][CH:7]=2)[C:2]([CH3:25])([CH3:1])[CH2:3][CH2:4]1. Procedure: A mixture of 3.64 g of methyl 4-[(E)-2-(4,4-dimethyl-1,2,3,4-tetrahydro-6-quinolinyl)-2-methylvinyl]benzoate, 5 ml of 90% formic acid and 5 ml of 40% aqueous formaldehyde is heated at 95° C. for 12 hours. The reaction medium is then cooled and 1.5 ml of concentrated hydrochloric acid is added. The formic acid and excess formaldehyde are removed by evaporation in vacuo. The resulting mixture is then made strongly basic and extracted with dichloromethane. The dichloromethane extracts are combined,...